Dataset: the Open Reaction Database (ORD), a public repository of structured organic reaction records. Task: describe an organic reaction: reactants, conditions, products, and yield The reactants are COCC1CCCN1, CN1CCCC1=O, CS(C)=O, CO, CC(C)(O)c1ccc(C(=O)Nc2cc(Cl)n3nccc3n2)cc1. Yields the product COCC1CCCN1c1cc(NC(=O)c2ccc(C(C)(C)O)cc2)nc2ccnn12. As a reaction SMILES: [CH3:24][O:25][CH2:26][CH:27]1[NH:28][CH2:29][CH2:30][CH2:31]1.[CH3:32][N:33]1[CH2:34][CH2:35][CH2:36][C:37]1=[O:38].[CH3:39][S:40]([CH3:41])=[O:42].[CH3:43][OH:44].[Cl:1][c:2]1[cH:3][c:4]([NH:11][C:12]([c:13]2[cH:14][cH:15][c:16]([C:19]([CH3:20])([CH3:21])[OH:22])[cH:17][cH:18]2)=[O:23])[n:5][c:6]2[n:7]1[n:8][cH:9][cH:10]2>>[c:2]1([N:28]2[CH:27]([CH2:26][O:25][CH3:24])[CH2:31][CH2:30][CH2:29]2)[cH:3][c:4]([NH:11][C:12]([c:13]2[cH:14][cH:15][c:16]([C:19]([CH3:20])([CH3:21])[OH:22])[cH:17][cH:18]2)=[O:23])[n:5][c:6]2[n:7]1[n:8][cH:9][cH:10]2. Reactants: BrC=1C(=C2C(=NN(C2=CC1)C(C1=CC=CC=C1)(C1=CC=CC=C1)C1=CC=CC=C1)C1=CC(=CC=C1)F)OC (5-bromo-3-(3-fluoro-phenyl)-4-methoxy-1-trityl-1H-indazole), CC(C)([O-])C.[Na+] (sodium t-butoxide), C(C1=CC=CC=C1)(C1=CC=CC=C1)=N (benzophenoneimine), C1(=CC=CC=C1)P(C1=C(C2=CC=CC=C2C=C1)C1=C(C=CC2=CC=CC=C12)P(C1=CC=CC=C1)C1=CC=CC=C1)C1=CC=CC=C1 (2,2′-bis(diphenylphosphino)-1,1′-binaphthyl), tris(dibenzylideneacetone)bispalladium. Solvent: C(C)OCC (diethyl ether), C1(=CC=CC=C1)C (toluene). Reaction conditions: temperature 80 celsius, time 8 hour. Product: FC=1C=C(C=CC1)C1=NN(C2=CC=C(C(=C12)OC)N)C(C1=CC=CC=C1)(C1=CC=CC=C1)C1=CC=CC=C1 (3-(3-Fluoro-phenyl)-4-methoxy-1-trityl-1H-indazol-5-ylamine). RXN SMILES: Br[C:2]1[C:3]([O:37][CH3:38])=[C:4]2[C:8](=[CH:9][CH:10]=1)[N:7]([C:11]([C:24]1[CH:29]=[CH:28][CH:27]=[CH:26][CH:25]=1)([C:18]1[CH:23]=[CH:22][CH:21]=[CH:20][CH:19]=1)[C:12]1[CH:17]=[CH:16][CH:15]=[CH:14][CH:13]=1)[N:6]=[C:5]2[C:30]1[CH:35]=[CH:34][CH:33]=[C:32]([F:36])[CH:31]=1.CC(C)([O-])C.[Na+].C(=[NH:58])(C1C=CC=CC=1)C1C=CC=CC=1.C1(P(C2C=CC=CC=2)C2C=CC3C(=CC=CC=3)C=2C2C3C(=CC=CC=3)C=CC=2P(C2C=CC=CC=2)C2C=CC=CC=2)C=CC=CC=1>C1(C)C=CC=CC=1.C(OCC)C>[F:36][C:32]1[CH:31]=[C:30]([C:5]2[C:4]3[C:8](=[CH:9][CH:10]=[C:2]([NH2:58])[C:3]=3[O:37][CH3:38])[N:7]([C:11]([C:12]3[CH:17]=[CH:16][CH:15]=[CH:14][CH:13]=3)([C:24]3[CH:29]=[CH:28][CH:27]=[CH:26][CH:25]=3)[C:18]3[CH:19]=[CH:20][CH:21]=[CH:22][CH:23]=3)[N:6]=2)[CH:35]=[CH:34][CH:33]=1 |f:1.2|. Reported procedure: A total of 810 mg of 5-bromo-3-(3-fluoro-phenyl)-4-methoxy-1-trityl-1H-indazole obtained in Production Example II-18-a was dissolved in 7.2 ml of toluene, 194 mg of sodium t-butoxide, 0.29 ml of benzophenoneimine, 135 mg of 2,2′-bis(diphenylphosphino)-1,1′-binaphthyl and 74.5 mg of tris(dibenzylideneacetone)bispalladium were added, and the mixture was stirred at 80° C. in an atmosphere of nitrogen gas for 8 hours. The reaction mixture was cooled to room temperature, and diethyl ether was added. ... Reactants: [BH4-].[Na+] (NaBH4), N(=[N+]=[N-])CC=1C=C(C(=O)OC)C=C(C1)CF (methyl 3-azidomethyl-5-fluoromethylbenzoate), CO (MeOH). Run in C1CCOC1 (THF), C1CCOC1 (THF). Yields the product N(=[N+]=[N-])CC=1C=C(CO)C=C(C1)CF (3-azidomethyl-5-fluoromethylbenzylalcohol). Yield: 36.3%. As a reaction SMILES: [N:1]([CH2:4][C:5]1[CH:6]=[C:7]([CH:12]=[C:13]([CH2:15][F:16])[CH:14]=1)[C:8](OC)=[O:9])=[N+:2]=[N-:3].[BH4-].[Na+].CO>C1COCC1>[N:1]([CH2:4][C:5]1[CH:6]=[C:7]([CH:12]=[C:13]([CH2:15][F:16])[CH:14]=1)[CH2:8][OH:9])=[N+:2]=[N-:3] |f:1.2|. Reported procedure: Methyl 3-azidomethyl-5-fluoromethylbenzoate (35) (468 mg, 2.10 mmol) was dissolved in THF (1.5 mL). The air was evacuated from the reaction system, and then Ar was charged therein. To the solution were added NaBH4 (97.5 mg, 2.58 mmol), and then a mixed solution of THF:MeOH (1.3 mL:0.4 mL) slowly dropwise. The reaction mixture was refluxed for 20 hour. TLC was used to confirm the progress of the reaction. Then, the reaction was quenched with 1N hydrochloric acid (2.5 mL). The mixture was extracte... Reactants: ClC=1C2=C(C(=NN1)N1[C@@H](CN(CC1)C(=O)C1=CC=CC=C1)C)C=CC=N2 ((R)-(4-(8-chloropyrido[3,2-d]pyridazin-5-yl)-3-methylpiperazin-1-yl)(phenyl)methanone), C([O-])([O-])=O.[Na+].[Na+] (sodium carbonate), FC(C1=CC=C(C=C1)B(O)O)(F)F (4-trifluoromethylphenylboronic acid). Reagents/catalysts: C=1C=CC(=CC1)[P](C=2C=CC=CC2)(C=3C=CC=CC3)[Pd]([P](C=4C=CC=CC4)(C=5C=CC=CC5)C=6C=CC=CC6)([P](C=7C=CC=CC7)(C=8C=CC=CC8)C=9C=CC=CC9)[P](C=1C=CC=CC1)(C=1C=CC=CC1)C=1C=CC=CC1 (tetrakis(triphenylphosphine)palladium). The product is C[C@@H]1CN(CCN1C1=NN=C(C2=C1C=CC=N2)C2=CC=C(C=C2)C(F)(F)F)C(=O)C2=CC=CC=C2 ((R)-(3-methyl-4-(8-(4-(trifluoromethyl)phenyl)pyrido[3,2-d]pyridazin-5-yl)piperazin-1-yl)(phenyl)methanone). As a reaction SMILES: Cl[C:2]1[C:3]2[N:26]=[CH:25][CH:24]=[CH:23][C:4]=2[C:5]([N:8]2[CH2:13][CH2:12][N:11]([C:14]([C:16]3[CH:21]=[CH:20][CH:19]=[CH:18][CH:17]=3)=[O:15])[CH2:10][C@H:9]2[CH3:22])=[N:6][N:7]=1.C(=O)([O-])[O-].[Na+].[Na+].[F:33][C:34]([F:45])([F:44])[C:35]1[CH:40]=[CH:39][C:38](B(O)O)=[CH:37][CH:36]=1>C1C=CC([P]([Pd]([P](C2C=CC=CC=2)(C2C=CC=CC=2)C2C=CC=CC=2)([P](C2C=CC=CC=2)(C2C=CC=CC=2)C2C=CC=CC=2)[P](C2C=CC=CC=2)(C2C=CC=CC=2)C2C=CC=CC=2)(C2C=CC=CC=2)C2C=CC=CC=2)=CC=1>[CH3:22][C@H:9]1[N:8]([C:5]2[C:4]3[CH:23]=[CH:24][CH:25]=[N:26][C:3]=3[C:2]([C:38]3[CH:39]=[CH:40][C:35]([C:34]([F:45])([F:44])[F:33])=[CH:36][CH:37]=3)=[N:7][N:6]=2)[CH2:13][CH2:12][N:11]([C:14]([C:16]2[CH:21]=[CH:20][CH:19]=[CH:18][CH:17]=2)=[O:15])[CH2:10]1 |f:1.2.3,^1:49,51,70,89|. Reported procedure: Using methods described in Example 6, and starting with (R)-(4-(8-chloropyrido[3,2-d]pyridazin-5-yl)-3-methylpiperazin-1-yl)(phenyl)methanone (180 mg, 489 μmol), 2 M sodium carbonate (489 μl, 979 μmol), tetrakis(triphenylphosphine)palladium (28 mg, 24 μmol), and 4-trifluoromethylphenylboronic acid (139 mg, 734 μmol) afforded (R)-(3-methyl-4-(8-(4-(trifluoromethyl)phenyl)pyrido[3,2-d]pyridazin-5-yl)piperazin-1-yl)(phenyl)methanone 86 after chromatographic purification. MS 477.2 (calc'd) 478.1 (M+...